From a dataset of the Open Reaction Database (ORD), a public repository of structured organic reaction records. describe an organic reaction: reactants, conditions, products, and yield The reactants are Cc1cc(C)c(-n2c(C)nc3c(NCc4ccccc4)cc(C)nc32)c(C)c1, CC(=O)O, [OH-], [OH-], [Pd+2]. Yields the product Cc1cc(C)c(-n2c(C)nc3c(N)cc(C)nc32)c(C)c1. Reaction SMILES: [CH3:1][c:2]1[n:3](-[c:20]2[c:21]([CH3:28])[cH:22][c:23]([CH3:27])[cH:24][c:25]2[CH3:26])[c:4]2[n:5][c:6]([CH3:19])[cH:7][c:8]([NH:11][CH2:12][c:13]3[cH:14][cH:15][cH:16][cH:17][cH:18]3)[c:9]2[n:10]1.[CH3:29][C:30](=[O:31])[OH:32].[OH-:33].[OH-:35].[Pd+2:34]>>[CH3:1][c:2]1[n:3](-[c:20]2[c:21]([CH3:28])[cH:22][c:23]([CH3:27])[cH:24][c:25]2[CH3:26])[c:4]2[n:5][c:6]([CH3:19])[cH:7][c:8]([NH2:11])[c:9]2[n:10]1. Reactants: C(C=C)ON=C1C[C@H](N(C1)C(=O)OC(C)(C)C)C(=O)O ((2S,4EZ)-4-[(allyloxy)-imino]-1-(tert-butoxycarbonyl)-2-pyrrolidinecarboxylic acid), C1(=CC=CC=C1)C(C(=O)Cl)C1=CC=CC=C1 (diphenylacetyl chloride), N=1SN=C2C1C=CC=C2N (2,1,3-benzothiadiazol-4-amine). Yields the product C(C=C)ON=C1C[C@H](N(C1)C(C(C1=CC=CC=C1)C1=CC=CC=C1)=O)C(=O)NC1=CC=CC2=NSN=C21 ((2S,4EZ)-4-[(allyloxy)imino]-N-(2,1,3-benzothiadiazol-4-yl)-1-(diphenylacetyl)-2-pyrrolidinecarboxamide). RXN SMILES: [CH2:1]([O:4][N:5]=[C:6]1[CH2:10][N:9]([C:11]([O:13]C(C)(C)C)=O)[C@H:8]([C:18]([OH:20])=O)[CH2:7]1)[CH:2]=[CH2:3].[C:21]1([CH:27]([C:31]2[CH:36]=[CH:35][CH:34]=[CH:33][CH:32]=2)C(Cl)=O)[CH:26]=[CH:25][CH:24]=[CH:23][CH:22]=1.[N:37]1[S:38][N:39]=[C:40]2[C:45]([NH2:46])=[CH:44][CH:43]=[CH:42][C:41]=12>>[CH2:1]([O:4][N:5]=[C:6]1[CH2:10][N:9]([C:11](=[O:13])[CH:27]([C:21]2[CH:22]=[CH:23][CH:24]=[CH:25][CH:26]=2)[C:31]2[CH:32]=[CH:33][CH:34]=[CH:35][CH:36]=2)[C@H:8]([C:18]([NH:46][C:45]2[C:40]3[C:41](=[N:37][S:38][N:39]=3)[CH:42]=[CH:43][CH:44]=2)=[O:20])[CH2:7]1)[CH:2]=[CH2:3]. Reported procedure: Following the general method as outlined in Example 22, starting from (2S,4EZ)-4-[(allyloxy)-imino]-1-(tert-butoxycarbonyl)-2-pyrrolidinecarboxylic acid, diphenylacetyl chloride, and 2,1,3-benzothiadiazol-4-amine the title compound was obtained in 46% purity by LC/MS. MS(ESI+): m/z=512.4. The solvent is O (water). The reactants are Cl (hydrochloride), C(=O)NC=1SC=C(N1)C(C(=O)O)=O (2-(2-formamidothiazol-4-yl)-glyoxylic acid), C([O-])(O)=O.[Na+] (sodium bicarbonate), NOCC(=O)N (2-aminooxyacetamide). The product is C(=O)NC=1SC=C(N1)C(C(=O)O)=NOCC(N)=O (2-(2-formamidothiazol-4-yl)-2-carbamoylmethoxyiminoacetic acid). As a reaction SMILES: [CH:1]([NH:3][C:4]1[S:5][CH:6]=[C:7]([C:9](=O)[C:10]([OH:12])=[O:11])[N:8]=1)=[O:2].C(=O)(O)[O-].[Na+].[NH2:19][O:20][CH2:21][C:22]([NH2:24])=[O:23].Cl>O>[CH:1]([NH:3][C:4]1[S:5][CH:6]=[C:7]([C:9](=[N:19][O:20][CH2:21][C:22](=[O:23])[NH2:24])[C:10]([OH:12])=[O:11])[N:8]=1)=[O:2] |f:1.2|. Isolated yield 57.2%. Procedure: To a solution of 2-(2-formamidothiazol-4-yl)-glyoxylic acid (4.63 g.) and sodium bicarbonate (1.95 g.) in water (230 ml.) was added 2-aminooxyacetamide (2.5 g.) and the mixture was stirred at room temperature for 6 hours while keeping at pH 5. After adjusting the solution to pH 1.5 with 10% hydrochloride acid, the precipitates were collected by filtration, washed with water and dried to give 2-(2-formamidothiazol-4-yl)-2-carbamoylmethoxyiminoacetic acid (syn isomer, 3.6 g.), mp 195° C. (dec.). Conditions: time 6 hour. Starting materials: TEA, N[C@@H]1CC[C@H](CC1)O (trans-4-aminocyclohexan-1-ol), BrC=1C=NC(=NC1)F (5-bromo-2-fluoro-pyrimidine). Run in CC(C)O (iPrOH). Yields the product BrC=1C=NC(=NC1)N[C@@H]1CC[C@H](CC1)O ((trans)-4-((5-bromopyrimidin-2-yl)amino)cyclohexanol). Isolated yield 78.0%. RXN SMILES: [Br:1][C:2]1[CH:3]=[N:4][C:5](F)=[N:6][CH:7]=1.[NH2:9][C@H:10]1[CH2:15][CH2:14][C@H:13]([OH:16])[CH2:12][CH2:11]1>CC(O)C>[Br:1][C:2]1[CH:3]=[N:4][C:5]([NH:9][C@H:10]2[CH2:15][CH2:14][C@H:13]([OH:16])[CH2:12][CH2:11]2)=[N:6][CH:7]=1. Reported procedure: As shown in step 6-i of Scheme 6, to a mixture of 5-bromo-2-fluoro-pyrimidine (1 g, 5.651 mmol) in iPrOH (10 mL) was added TEA (1.143 g, 1.574 mL, 11.30 mmol) and trans-4-aminocyclohexan-1-ol (650.8 mg, 5.651 mmol). The mixture was microwaved for 20 min at 150° C., concentrated under reduced pressure, diluted with EtOAc, washed with water, and dried over Na2SO4. After removal of the volatiles under reduced pressure, the residue was purified by medium pressure silica gel chromatography (0-80% EtO... The reactants are [Al+3], C1CCOC1, COC(=O)c1cccc(-c2ccc(S(C)(=O)=O)cc2)c1, [H-], [H-], [H-], [H-], [Li+]. The product is CS(=O)(=O)c1ccc(-c2cccc(CO)c2)cc1. RXN SMILES: [Al+3:22].[CH2:27]1[O:28][CH2:29][CH2:30][CH2:31]1.[CH3:1][S:2](=[O:3])(=[O:4])[c:5]1[cH:6][cH:7][c:8](-[c:11]2[cH:12][c:13]([C:17](=[O:18])[O:19][CH3:20])[cH:14][cH:15][cH:16]2)[cH:9][cH:10]1.[H-:21].[H-:24].[H-:25].[H-:26].[Li+:23]>>[CH3:1][S:2](=[O:3])(=[O:4])[c:5]1[cH:6][cH:7][c:8](-[c:11]2[cH:12][c:13]([CH2:17][OH:18])[cH:14][cH:15][cH:16]2)[cH:9][cH:10]1.